This data is from the Open Reaction Database (ORD), a public repository of structured organic reaction records. The task is: describe an organic reaction: reactants, conditions, products, and yield Reactants: CCOC(C)=O, Cl, [Na+], CCOC(=O)C(OC1CCCCO1)c1csc(NS(C)(=O)=O)n1, [OH-], O. The product is CS(=O)(=O)Nc1nc(C(OC2CCCCO2)C(=O)O)cs1. Reaction SMILES: [CH3:28][CH2:29][O:30][C:31](=[O:32])[CH3:33].[ClH:27].[Na+:25].[O:1]1[CH:2]([O:7][CH:8]([C:9](=[O:10])[O:11][CH2:12][CH3:13])[c:14]2[n:15][c:16]([NH:19][S:20](=[O:21])(=[O:22])[CH3:23])[s:17][cH:18]2)[CH2:3][CH2:4][CH2:5][CH2:6]1.[OH-:24].[OH2:26]>>[O:1]1[CH:2]([O:7][CH:8]([C:9](=[O:10])[OH:11])[c:14]2[n:15][c:16]([NH:19][S:20](=[O:21])(=[O:22])[CH3:23])[s:17][cH:18]2)[CH2:3][CH2:4][CH2:5][CH2:6]1. Procedure: To a solution of methyl {[1-(cyclopropylmethyl)-2-(2,2-dimethylpropyl)-1H-benzimidazol-5-yl]sulfonyl}acetate (Example 1, Step F, 620 mg, 1.64 mmol) in N,N′-dimethylformamide (6.0 mL) was added potassium carbonate (680 mg, 4.91 mmol) and 1,2-dibromoethane (170 μL, 1.97 mmol) at room temperature and stirred for 30 h. The mixture was quenched with water (40 mL) and extracted with ethyl acetate (50 mL×3). The combined organic layers were dried over sodium sulfate and concentrated under reduced press... Reaction conditions: time 30 hour. Product: C1(CC1)CN1C(=NC2=C1C=CC(=C2)S(=O)(=O)C2(CC2)C(=O)N)CC(C)(C)C (1-{[1-(Cyclopropylmethyl)-2-(2,2-dimethylpropyl)-1H-benzimidazol-5-yl]sulfonyl}cyclopropanecarboxamide). Isolated yield 80.0%. The reactants are C1(CC1)CN1C(=NC2=C1C=CC(=C2)S(=O)(=O)CC(=O)OC)CC(C)(C)C (Methyl {[1-(cyclopropylmethyl)-2-(2,2-dimethylpropyl)-1H-benzimidazol-5-yl]sulfonyl}acetate), C([O-])([O-])=O.[K+].[K+] (potassium carbonate), BrCCBr (1,2-dibromoethane), CN(C)C=O (N,N′-dimethylformamide). Reaction SMILES: [CH:1]1([CH2:4][N:5]2[C:9]3[CH:10]=[CH:11][C:12]([S:14]([CH2:17][C:18](OC)=[O:19])(=[O:16])=[O:15])=[CH:13][C:8]=3[N:7]=[C:6]2[CH2:22][C:23]([CH3:26])([CH3:25])[CH3:24])[CH2:3][CH2:2]1.C(=O)([O-])[O-].[K+].[K+].Br[CH2:34][CH2:35]Br.C[N:38](C=O)C>>[CH:1]1([CH2:4][N:5]2[C:9]3[CH:10]=[CH:11][C:12]([S:14]([C:17]4([C:18]([NH2:38])=[O:19])[CH2:35][CH2:34]4)(=[O:16])=[O:15])=[CH:13][C:8]=3[N:7]=[C:6]2[CH2:22][C:23]([CH3:24])([CH3:25])[CH3:26])[CH2:3][CH2:2]1 |f:1.2.3|. Reactants: O=C(Cl)C(Br)CCCl, O=C([O-])O, [Ca+2], [Na+], O=C([O-])[O-], C1CCOC1, OCc1ccccc1. The product is O=C(OCc1ccccc1)C(Br)CCCl. RXN SMILES: [Br:6][CH:7]([C:8](=[O:9])[Cl:10])[CH2:11][CH2:12][Cl:13].[C:22](=[O:23])([O-:24])[OH:25].[Ca+2:1].[Na+:26].[O-:2][C:3](=[O:4])[O-:5].[O:27]1[CH2:28][CH2:29][CH2:30][CH2:31]1.[OH:14][CH2:15][c:16]1[cH:17][cH:18][cH:19][cH:20][cH:21]1>>[Br:6][CH:7]([C:8](=[O:9])[O:14][CH2:15][c:16]1[cH:17][cH:18][cH:19][cH:20][cH:21]1)[CH2:11][CH2:12][Cl:13].